This data is from the Open Reaction Database (ORD), a public repository of structured organic reaction records. The task is: describe an organic reaction: reactants, conditions, products, and yield Starting materials: FC1=C(C=CC(=C1)F)[C@@]1(O[C@H]1C)CN1N=CN=C1 ((2R,3S)-2-(2,4-difluorophenyl)-3-methyl-2-[(1H-1,2,4-triazol-1-yl)methyl]oxirane), SCCO (2-mercaptoethanol), [H-].[Na+] (sodium hydride). Solvent: CN(C=O)C (dimethylformamide), CCCCCC (hexane), C(C)(=O)OCC (ethyl acetate). Reaction conditions: time 10 minute. Yields the product FC1=C(C=CC(=C1)F)[C@@](CN1N=CN=C1)([C@@H](C)SCCO)O ((2R,3R)-2-(2,4-Difluorphenyl)-3-[(2-hydroxyethyl)-thio]-1-(1H-1,2,4-triazol-1-yl)-2-butanol). The yield is 74.0%. As a reaction SMILES: [H-].[Na+].[SH:3][CH2:4][CH2:5][OH:6].[F:7][C:8]1[CH:13]=[C:12]([F:14])[CH:11]=[CH:10][C:9]=1[C@@:15]1([CH2:19][N:20]2[CH:24]=[N:23][CH:22]=[N:21]2)[C@H:17]([CH3:18])[O:16]1>CCCCCC.CN(C)C=O.C(OCC)(=O)C>[F:7][C:8]1[CH:13]=[C:12]([F:14])[CH:11]=[CH:10][C:9]=1[C@:15]([OH:16])([C@H:17]([S:3][CH2:4][CH2:5][OH:6])[CH3:18])[CH2:19][N:20]1[CH:24]=[N:23][CH:22]=[N:21]1 |f:0.1|. Procedure details: 70 mg (1.60 mmole) of sodium hydride (as a 55% w/w dispersion in mineral oil) were washed with hexane, and then suspended in 3 ml of dimethylformamide. 187 mg (2.4 mmole) of 2-mercaptoethanol were added to the resulting suspension under an atmosphere of nitrogen, whilst ice-cooling, and the mixture was stirred for 10 minutes. At the end of this time, 200 mg (0.80 mmole) of (2R,3S)-2-(2,4-difluorophenyl)-3-methyl-2-[(1H-1,2,4-triazol-1-yl)methyl]oxirane (prepared as described in European Patent P... Reactants: C(C1=CC=CC=C1)N1C(=C(C=C1C1=CC=CC=C1)CO)Cl ((1-benzyl-2-chloro-5-phenyl-1H-pyrrol-3-yl)methanol), C[N+]1(CCOCC1)[O-] (N-methylmorpholine oxide). Reagents/catalysts: CCC[N+](CCC)(CCC)CCC.[O-][Ru](=O)(=O)=O (TPAP). The solvent is C(Cl)Cl (DCM). Reaction conditions: time 1 hour. The product is C(C1=CC=CC=C1)N1C(=C(C=C1C1=CC=CC=C1)C=O)Cl (1-benzyl-2-chloro-5-phenyl-1H-pyrrole-3-carbaldehyde). Yield: 77.0%. Reaction SMILES: [CH2:1]([N:8]1[C:12]([C:13]2[CH:18]=[CH:17][CH:16]=[CH:15][CH:14]=2)=[CH:11][C:10]([CH2:19][OH:20])=[C:9]1[Cl:21])[C:2]1[CH:7]=[CH:6][CH:5]=[CH:4][CH:3]=1.C[N+]1([O-])CCOCC1>C(Cl)Cl.CCC[N+](CCC)(CCC)CCC.[O-][Ru](=O)(=O)=O>[CH2:1]([N:8]1[C:12]([C:13]2[CH:14]=[CH:15][CH:16]=[CH:17][CH:18]=2)=[CH:11][C:10]([CH:19]=[O:20])=[C:9]1[Cl:21])[C:2]1[CH:3]=[CH:4][CH:5]=[CH:6][CH:7]=1 |f:3.4|. Procedure: A solution (0.1 M) of (1-benzyl-2-chloro-5-phenyl-1H-pyrrol-3-yl)methanol in DCM at 0° C. was treated with N-methylmorpholine oxide (1.5 eq.) and TPAP (0.05 eq.). The mixture was stirred at RT for 1 h then it was filtered through a pad of silica gel and washed with DCM. The combined organic phase was concentrated affording the title compound (77%) as an oil.